Dataset: the Open Reaction Database (ORD), a public repository of structured organic reaction records. Task: describe an organic reaction: reactants, conditions, products, and yield The reactants are O[C@H](C)[C@@H]1[C@@H]2N([C@H](C([C@@H]2C)=O)C(=O)OCC2=CC=C(C=C2)[N+](=O)[O-])C1=O (4-nitrobenzyl (1R,3R,5R,6S)-6-((1R)-1-hydroxyethyl)-1-methyl-2-oxo-1-carbapenam-3-carboxylate), N(=[N+]=[N-])CCCN1CCC(CC1)C(=O)C=1N=CN2C1SC(=C2)[Sn](CCCC)(CCCC)CCCC (7-[1-(3-azidopropyl)piperidin-4-yl]carbonyl-2-(tri-n-butylstannyl)imidazo[5,1-b]thiazole). Yields the product N(=[N+]=[N-])CCCN1CCC(CC1)C(=O)C=1N=CN2C1SC(=C2)C=2[C@@H]([C@H]1N(C2C(=O)OCC2=CC=C(C=C2)[N+](=O)[O-])C([C@@H]1[C@@H](C)O)=O)C (4-Nitrobenzyl (1S,5R,6S)-2-[7-[1-(3-azidopropyl)piperidin-4-yl]carbonylimidazo[5,1-b]thiazol-2-yl]-6-((1R)-1-hydroxyethyl)-1-methyl-1-carbapen-2-em-3-carboxylate). Isolated yield 71.6%. RXN SMILES: [OH:1][C@@H:2]([C@H:4]1[C:25](=[O:26])[N:6]2[C@@H:7]([C:12]([O:14][CH2:15][C:16]3[CH:21]=[CH:20][C:19]([N+:22]([O-:24])=[O:23])=[CH:18][CH:17]=3)=[O:13])[C:8](=O)[C@H:9]([CH3:10])[C@H:5]12)[CH3:3].[N:27]([CH2:30][CH2:31][CH2:32][N:33]1[CH2:38][CH2:37][CH:36]([C:39]([C:41]2[N:42]=[CH:43][N:44]3[CH:48]=[C:47]([Sn](CCCC)(CCCC)CCCC)[S:46][C:45]=23)=[O:40])[CH2:35][CH2:34]1)=[N+:28]=[N-:29]>>[N:27]([CH2:30][CH2:31][CH2:32][N:33]1[CH2:38][CH2:37][CH:36]([C:39]([C:41]2[N:42]=[CH:43][N:44]3[CH:48]=[C:47]([C:8]4[C@H:9]([CH3:10])[C@@H:5]5[C@@H:4]([C@H:2]([OH:1])[CH3:3])[C:25](=[O:26])[N:6]5[C:7]=4[C:12]([O:14][CH2:15][C:16]4[CH:21]=[CH:20][C:19]([N+:22]([O-:24])=[O:23])=[CH:18][CH:17]=4)=[O:13])[S:46][C:45]=23)=[O:40])[CH2:35][CH2:34]1)=[N+:28]=[N-:29]. Procedure: 4-Nitrobenzyl (1S,5R,6S)-2-[7-[1-(3-azidopropyl)piperidin-4-yl]carbonylimidazo[5,1-b]thiazol-2-yl]-6-((1R)-1-hydroxyethyl)-1-methyl-1-carbapen-2-em-3-carboxylate (862 mg) was prepared in the same manner as in step a) of Example 1, except that 658 mg of 4-nitrobenzyl (1R,3R,5R,6S)-6-((1R)-1-hydroxyethyl)-1-methyl-2-oxo-1-carbapenam-3-carboxylate and 1.16 g of 7-[1-(3-azidopropyl)piperidin-4-yl]carbonyl-2-(tri-n-butylstannyl)imidazo[5,1-b]thiazole were used as the starting compounds. Starting materials: C(C)(C)(C)OC(=O)N1CCC(CC1)C=1C=C2N3C(C(NN=C3COC2=CC1)=O)C (4-(4-methyl-3-oxo-2,3,4,10-tetrahydro-9-oxa-1,2,4a-triaza-phenanthren-6-yl)-piperidine-1-carboxylic acid tert-butyl ester), [Br-].[Br-].[Br-].C(CCC)[N+](CCCC)(CCCC)CCCC.C(CCC)[N+](CCCC)(CCCC)CCCC.C(CCC)[N+](CCCC)(CCCC)CCCC (tetrabutylammonium tribromide). Solvent: C(Cl)Cl (DCM), CO (MeOH). Conditions: time 30 minute. Product: C(C)(C)(C)OC(=O)N1CCC(CC1)C=1C=C2N3C(C(NN=C3COC2=CC1Br)=O)C (4-(7-bromo-4-methyl-3-oxo-2,3,4,10-tetrahydro-9-oxa-1,2,4a-triaza-phenanthren-6-yl)-piperidine-1-carboxylic acid tert-butyl ester). Yield: 56.8%. As a reaction SMILES: [C:1]([O:5][C:6]([N:8]1[CH2:13][CH2:12][CH:11]([C:14]2[CH:15]=[C:16]3[C:25](=[CH:26][CH:27]=2)[O:24][CH2:23][C:22]2[N:17]3[CH:18]([CH3:29])[C:19](=[O:28])[NH:20][N:21]=2)[CH2:10][CH2:9]1)=[O:7])([CH3:4])([CH3:3])[CH3:2].[Br-:30].[Br-].[Br-].C([N+](CCCC)(CCCC)CCCC)CCC.C([N+](CCCC)(CCCC)CCCC)CCC.C([N+](CCCC)(CCCC)CCCC)CCC>C(Cl)Cl.CO>[C:1]([O:5][C:6]([N:8]1[CH2:13][CH2:12][CH:11]([C:14]2[CH:15]=[C:16]3[C:25](=[CH:26][C:27]=2[Br:30])[O:24][CH2:23][C:22]2[N:17]3[CH:18]([CH3:29])[C:19](=[O:28])[NH:20][N:21]=2)[CH2:10][CH2:9]1)=[O:7])([CH3:4])([CH3:2])[CH3:3] |f:1.2.3.4.5.6|. Procedure: To a solution of 4-(4-methyl-3-oxo-2,3,4,10-tetrahydro-9-oxa-1,2,4a-triaza-phenanthren-6-yl)-piperidine-1-carboxylic acid tert-butyl ester (Example #71, Step B, 0.50 g, 1.249 mmol) in DCM (5 mL) and MeOH (5 mL) was added tetrabutylammonium tribromide (0.662 g, 1.373 mmol) in portions and the mixture was stirred for 30 min at ambient temperature. The reaction was quenched by addition of saturated aqueous Na2S2O3 solution (5 mL) and the pH was adjusted to 7 with saturated aqueous NaHCO3 solution. ... The reactants are CC#N (CH3CN), 3.61, BrC=1C=CC(=NC1)C(=O)O (5-bromopicolinic acid), C1=CN(C=N1)C(=O)N2C=CN=C2 (CDI), Cl.NCC=1C=C2C(N(C(C2=CC1)=O)[C@@]1(C(NC(CC1)=O)=O)C)=O (5-aminomethyl-2-[(3S)-3-methyl-2,6-dioxo-piperidin-3-yl]-isoindole-1,3-dione hydrochloride). Solvent: CN(C)C=O (DMF). Reaction conditions: temperature 40 celsius, time 2 hour. Yields the product BrC=1C=CC(=NC1)C(=O)NCC=1C=C2C(N(C(C2=CC1)=O)[C@@]1(C(NC(CC1)=O)=O)C)=O (5-bromo-N-[[2-[(3S)-3-methyl-2,6-dioxopiperidin-3-yl]-1,3-dioxoisoindolin-5-yl]methyl]picolinamide). Isolated yield 57.0%. RXN SMILES: [Br:1][C:2]1[CH:3]=[CH:4][C:5]([C:8]([OH:10])=O)=[N:6][CH:7]=1.C1N=CN(C(N2C=NC=C2)=O)C=1.Cl.[NH2:24][CH2:25][C:26]1[CH:27]=[C:28]2[C:32](=[CH:33][CH:34]=1)[C:31](=[O:35])[N:30]([C@@:36]1([CH3:44])[CH2:41][CH2:40][C:39](=[O:42])[NH:38][C:37]1=[O:43])[C:29]2=[O:45].CC#N>CN(C=O)C>[Br:1][C:2]1[CH:3]=[CH:4][C:5]([C:8]([NH:24][CH2:25][C:26]2[CH:27]=[C:28]3[C:32](=[CH:33][CH:34]=2)[C:31](=[O:35])[N:30]([C@@:36]2([CH3:44])[CH2:41][CH2:40][C:39](=[O:42])[NH:38][C:37]2=[O:43])[C:29]3=[O:45])=[O:10])=[N:6][CH:7]=1 |f:2.3|. Procedure: A mixture of 5-bromopicolinic acid (0.40 g, 2.0 mmol) and CDI (0.36 g, 2.2 mmol) in DMF (20 mL) was stirred under nitrogen at 40° C. for 2 hours. Then, 5-aminomethyl-2-[(3S)-3-methyl-2,6-dioxo-piperidin-3-yl]-isoindole-1,3-dione hydrochloride (0.67 g, 2.0 mmol) was added, and the mixture was stirred at this temperature for an additional 2 hours. The mixture was cooled to room temperature, and the solvent was evaporated under vacuum. The residue was dissolved in ethyl acetate (100 mL) and washed ... Yield: 7.4%. Run at time 15 minute. Run in C(C)(=O)OCC (ethyl acetate), C(C)(=O)OCC (ethyl acetate), C1=CC=CC=C1 (benzene). Procedure: To a stirred solution of compound 34 (85 mg, 0.216 mmol) in wet benzene (2 mL, benzene: H2O=9:1) at room temperature was added 2,3-dichloro-5,6-dicyano-1,4-benzoquinone (DDQ, 98 mg, 0.432 mmol). After being stirred vigorously for 15 min., the mixture was diluted with ethyl acetate (30 mL), washed with water (2×5 mL), dried (anhydr.MgSO4), and concentrated. Purification by flash silica gel chromatography (50% ethyl acetate in hexanes, and then ethyl acetate only) afforded the title compound 35 (6... RXN SMILES: [NH2:1][C:2]1[CH:7]=[CH:6][CH:5]=[CH:4][C:3]=1[NH:8][C:9](=[O:29])[CH:10]=[CH:11][C:12]([CH3:28])=[CH:13][CH:14]([CH3:27])[CH:15]([O:25]C)[C:16]1[CH:21]=[CH:20][C:19]([N:22]([CH3:24])[CH3:23])=[CH:18][CH:17]=1.ClC1C(=O)C(C#N)=C(C#N)C(=O)C=1Cl>C1C=CC=CC=1.C(OCC)(=O)C>[NH2:1][C:2]1[CH:7]=[CH:6][CH:5]=[CH:4][C:3]=1[NH:8][C:9](=[O:29])[CH:10]=[CH:11][C:12]([CH3:28])=[CH:13][CH:14]([C:15](=[O:25])[C:16]1[CH:17]=[CH:18][C:19]([N:22]([CH3:24])[CH3:23])=[CH:20][CH:21]=1)[CH3:27]. Reactants: NC1=C(C=CC=C1)NC(C=CC(=CC(C(C1=CC=C(C=C1)N(C)C)OC)C)C)=O (N-(2-Aminophenyl)-4,6-dimethyl-7-methoxy-7-[4-(N,N-dimethylamino)phenyl]-2,4-heptadienamide), ClC=1C(C(=C(C(C1Cl)=O)C#N)C#N)=O (2,3-dichloro-5,6-dicyano-1,4-benzoquinone). Product: NC1=C(C=CC=C1)NC(C=CC(=CC(C)C(C1=CC=C(C=C1)N(C)C)=O)C)=O (N-(2-Aminophenyl)-4-methyl-6-[4-(N,N-dimethylamino)benzoyl]-2,4-heptadienamide). Yields the product C(C)OP(=O)(OCC)COCC(CO)ON1C=2N=C(NC(C2N=C1)=O)N (9-(1-diethoxyphosphorylmethoxy-3-hydroxyprop-2-oxy)guanine). Procedure details: A solution of 9-(1-t-butyldimethylsilyloxy-3-diethoxyphosphorylmethoxyprop-2-oxy)-6-chloro-2-formamidopurine (280 mg, 0.51 mmol) in 80% aqueous formic acid (5 ml) was stirred at 120° C. for 3 hours. The acid was evaporated, the residue dissolved in methanol (1 ml) and 0.88 ammonia (1 ml) and stirred for 1 hour at 20° C. After evaporation, the residue was dissolved in hot water (5 ml) and extracted with ether (3×5 ml). The aqueous solution was passed down a reverse-phase silica column eluting wit... RXN SMILES: [Si]([O:8][CH2:9][CH:10]([O:22][N:23]1[CH:31]=[N:30][C:29]2[C:24]1=[N:25][C:26]([NH:33]C=O)=[N:27][C:28]=2Cl)[CH2:11][O:12][CH2:13][P:14]([O:19][CH2:20][CH3:21])([O:16][CH2:17][CH3:18])=[O:15])(C(C)(C)C)(C)C.C(O)=[O:37]>>[CH2:17]([O:16][P:14]([CH2:13][O:12][CH2:11][CH:10]([O:22][N:23]1[CH:31]=[N:30][C:29]2[C:28](=[O:37])[NH:27][C:26]([NH2:33])=[N:25][C:24]1=2)[CH2:9][OH:8])([O:19][CH2:20][CH3:21])=[O:15])[CH3:18]. Reaction conditions: temperature 20 celsius, time 1 hour. Isolated yield 53.0%. Reactants: [Si](C)(C)(C(C)(C)C)OCC(COCP(=O)(OCC)OCC)ON1C2=NC(=NC(=C2N=C1)Cl)NC=O (9-(1-t-butyldimethylsilyloxy-3-diethoxyphosphorylmethoxyprop-2-oxy)-6-chloro-2-formamidopurine), C(=O)O (formic acid). Starting materials: O=S(=O)(Cl)c1cc(S(=O)(=O)c2ccc(CBr)cc2)cs1, ClC(Cl)Cl, N. The product is NS(=O)(=O)c1cc(S(=O)(=O)c2ccc(CBr)cc2)cs1. Reaction SMILES: [Br:1][CH2:2][c:3]1[cH:4][cH:5][c:6]([S:9](=[O:10])(=[O:11])[c:12]2[cH:13][c:14]([S:17](=[O:18])(=[O:19])[Cl:20])[s:15][cH:16]2)[cH:7][cH:8]1.[Cl:22][CH:23]([Cl:24])[Cl:25].[NH3:21]>>[Br:1][CH2:2][c:3]1[cH:4][cH:5][c:6]([S:9](=[O:10])(=[O:11])[c:12]2[cH:13][c:14]([S:17](=[O:18])(=[O:19])[NH2:21])[s:15][cH:16]2)[cH:7][cH:8]1.